This data is from the Open Reaction Database (ORD), a public repository of structured organic reaction records. The task is: describe an organic reaction: reactants, conditions, products, and yield The reactants are O=C[C@H](O)[C@@H](O)[C@H](O)[C@H](O)CO (glucose), O=C[C@H](O)[C@@H](O)[C@H](O)CO (xylose). Yields the product OCC(=O)[C@@H](O)[C@H](O)[C@H](O)CO (fructose). Reaction SMILES: [O:1]=[CH:2][C@@H:3]([C@H:5]([C@@H:7]([C@@H:9]([CH2:11][OH:12])[OH:10])[OH:8])[OH:6])[OH:4].O=C[C@@H]([C@H]([C@@H](CO)O)O)O>>[OH:1][CH2:2][C:3]([C@H:5]([C@@H:7]([C@@H:9]([CH2:11][OH:12])[OH:10])[OH:8])[OH:6])=[O:4]. Procedure: reacting a feed liquor containing about 20 to 65% (w/w dry substance) glucose with a substantially purified xylose isomerase which is derived from Thermotoga maritima or Thermotoga neapolitana at a temperature of from 50° to 80° C., a pH of from 6 and 8 and a reaction time of from 10 minutes to about 5 hours, to produce a high fructose syrup containing from about 40 to about 50% fructose; and Reactants: C(C)(C)(C)C=1N=C(SC1)C=1OC2=C(C1)C=C(C=C2)OCC2=C(C=CC=C2)C=O (4-tert-butyl-2-[5-(2-formylphenylmethoxy)benzofuran-2-yl]thiazole), CS(=O)CSC (methyl methylsulfinylmethyl sulfide), ice water. The solvent is O1CCCC1 (tetrahydrofuran). The product is C(C)(C)(C)C=1N=C(SC1)C=1OC2=C(C1)C=C(C=C2)OCC2=C(C=CC=C2)C=C(SC)S(=O)C (4-tert-butyl-2-[5-{2-[2-methylsulfinyl-2-methylthioethenyl)phenylmethoxy}benzofuran-2-yl]thiazole). The yield is 32.2%. Reaction SMILES: [C:1]([C:5]1[N:6]=[C:7]([C:10]2[O:11][C:12]3[CH:18]=[CH:17][C:16]([O:19][CH2:20][C:21]4[CH:26]=[CH:25][CH:24]=[CH:23][C:22]=4[CH:27]=O)=[CH:15][C:13]=3[CH:14]=2)[S:8][CH:9]=1)([CH3:4])([CH3:3])[CH3:2].[CH3:29][S:30]([CH2:32][S:33][CH3:34])=[O:31]>O1CCCC1>[C:1]([C:5]1[N:6]=[C:7]([C:10]2[O:11][C:12]3[CH:18]=[CH:17][C:16]([O:19][CH2:20][C:21]4[CH:26]=[CH:25][CH:24]=[CH:23][C:22]=4[CH:27]=[C:32]([S:30]([CH3:29])=[O:31])[S:33][CH3:34])=[CH:15][C:13]=3[CH:14]=2)[S:8][CH:9]=1)([CH3:2])([CH3:3])[CH3:4]. Reported procedure: A mixture of 4-tert-butyl-2-[5-(2-formylphenylmethoxy)benzofuran-2-yl]thiazole (0.61 g), methyl methylsulfinylmethyl sulfide (0.46 g) and triton B (phase transfer) (0.7 g) in tetrahydrofuran (3 ml) was stirred under reflux for 5 hours. After being cooled, the resulting mixture was poured into ice-water and extracted with ethyl acetate. The organic layer was washed with diluted aqueous hydrochloric acid and brine, dried over magnesium sulfate and concentrated under reduced pressure to give a syru... The reagents and catalysts are [Cl-].C(C)[N+](CC1=CC=CC=C1)(CC)CC (triethylbenzylammonium chloride). Run at time 30 minute. RXN SMILES: [CH2:1]1[C:9]2[C:4](=[CH:5][CH:6]=[CH:7][CH:8]=2)[CH:3]=[CH:2]1.[OH-].[Na+].[CH:12](=O)[CH3:13]>C1(C)C=CC=CC=1.[Cl-].C([N+](CC)(CC)CC1C=CC=CC=1)C.O>[CH:1]1([CH:7]([CH:6]2[C:12]3[C:13](=[CH:9][CH:1]=[CH:2][CH:3]=3)[CH:4]=[CH:5]2)[CH3:8])[C:9]2[C:4](=[CH:5][CH:6]=[CH:7][CH:8]=2)[CH:3]=[CH:2]1 |f:1.2,5.6|. Procedure details: 100.0 g (0.86 mol) of indene are dissolved in 400 ml of toluene and a solution of 86.2 g (2.2 mol) of sodium hydroxide and 19.6 g (86 mmol) of triethylbenzylammonium chloride in 86.2 ml of water (50% strength NaOH solution) is then added. The addition of 18.9 g (0.43 mol) of acetaldehyde is carried out dropwise over a period of 30 minutes. After a reaction time of 5 hours, the aqueous phase is separated off, extracted twice with 100 ml each time of diethyl ether and the combined organic phases a... Solvent: O (water), C1(=CC=CC=C1)C (toluene). Starting materials: [OH-].[Na+] (sodium hydroxide), C1C=CC2=CC=CC=C12 (indene), C(C)=O (acetaldehyde). The yield is 82.0%. The product is C1(C=CC2=CC=CC=C12)C(C)C1C=CC2=CC=CC=C12 (1,1-Bisindenylethane). The reactants are C(C)(C)(C)OC(=O)N=[N+]=[N-] (t-butoxycarbonyl azide), C(Cl)Cl (methylene chloride), C1=CC=C(C=C1)C(CN)O (DL-2-amino-1-phenylethanol). Solvent: C(C)N(CC)CC (triethylamine). Run at time 8 hour. Product: C(C)(C)(C)OC(=O)NCC(O)C1=CC=CC=C1 (2-t-Butoxycarbonylamino-1-phenylethanol), crystals. RXN SMILES: [C:1]([O:5][C:6]([N:8]=[N+]=[N-])=[O:7])([CH3:4])([CH3:3])[CH3:2].C(Cl)Cl.[CH:14]1[CH:19]=[CH:18][C:17]([CH:20]([OH:23])[CH2:21]N)=[CH:16][CH:15]=1>C(N(CC)CC)C>[C:1]([O:5][C:6]([NH:8][CH2:21][CH:20]([C:17]1[CH:18]=[CH:19][CH:14]=[CH:15][CH:16]=1)[OH:23])=[O:7])([CH3:4])([CH3:3])[CH3:2]. Procedure details: 28 g of t-butoxycarbonyl azide were added at room temperature to 200 ml of a methylene chloride solution containing 25.3 g of DL-2-amino-1-phenylethanol and 45 ml of triethylamine, and the reaction mixture was allowed to stand overnight at room temperature. The reaction mixture was then condensed by evaporation under reduced pressure, and water and diisopropyl ether were added to the condensate. The mixture was thoroughly stirred. yielding the title compound in the form of insoluble crystals mel... Reaction SMILES: [CH3:17][CH2:18][OH:19].[CH3:9][S:10][C:11]([NH:12][N+:13](=[O:14])[O-:15])=[NH:16].[Cl:1][c:2]1[s:3][c:4]([CH2:7][NH2:8])[cH:5][n:6]1>>[Cl:1][c:2]1[s:3][c:4]([CH2:7][NH:8][C:11]([NH:12][N+:13](=[O:14])[O-:15])=[NH:16])[cH:5][n:6]1. Yields the product N=C(NCc1cnc(Cl)s1)N[N+](=O)[O-]. The reactants are CCO, CSC(=N)N[N+](=O)[O-], NCc1cnc(Cl)s1. Reactants: C[Si](C)(C)[N-][Si](C)(C)C, CCOC(C)=O, SC1CCCC1, COC(=O)c1ccc(-n2ncc(C(=O)OC(C)(C)C)c2Cl)cc1, [Na+], CN(C)C=O. Product: COC(=O)c1ccc(-n2ncc(C(=O)OC(C)(C)C)c2SC2CCCC2)cc1. Reaction SMILES: [CH3:1][Si:2]([N-:3][Si:4]([CH3:5])([CH3:6])[CH3:7])([CH3:8])[CH3:9].[CH3:45][CH2:46][O:47][C:48]([CH3:49])=[O:50].[CH:11]1([SH:16])[CH2:12][CH2:13][CH2:14][CH2:15]1.[Cl:17][c:18]1[c:19]([C:33](=[O:34])[O:35][C:36]([CH3:37])([CH3:38])[CH3:39])[cH:20][n:21][n:22]1-[c:23]1[cH:24][cH:25][c:26]([C:29](=[O:30])[O:31][CH3:32])[cH:27][cH:28]1.[Na+:10].[O:40]=[CH:41][N:42]([CH3:43])[CH3:44]>>[CH:11]1([S:16][c:18]2[c:19]([C:33](=[O:34])[O:35][C:36]([CH3:37])([CH3:38])[CH3:39])[cH:20][n:21][n:22]2-[c:23]2[cH:24][cH:25][c:26]([C:29](=[O:30])[O:31][CH3:32])[cH:27][cH:28]2)[CH2:12][CH2:13][CH2:14][CH2:15]1. Starting materials: OC1=CC2=C(C(CC3(O2)OC2=C(C(C3)(C)C)C=CC(=C2)O)(C)C)C=C1 (7,7'-dihydroxy-3,3',4,4'-tetrahydro-4,4,4',4'-tetramethyl-2,2'-spirobi(2H-1-benzopyrane)), OC1=CC=C(C=C1)C(CCCCC(=O)C1=CC=C(C=C1)O)=O (1,6-bis(4'-hydroxyphenyl)-1,6-hexanedione), C1(O)=CC(O)=CC=C1 (resorcinol), OC1=CC=C(C=C1)C(C(C)=O)(C)C1=CC=C(C=C1)O (3,3-bis(4'-hydroxyphenyl)-2-butanone), OC1=CC=C(C=C1)C1=CC=C(C=C1)O (4,4'-dihydroxybiphenyl), C1(O)=CC=C(O)C=C1 (hydroquinone), CC(C1=CC(=CC=C1)C(C1=CC=C(C=C1)O)(C)C)(C1=CC=C(C=C1)O)C (α,α,α',α'-tetramethyl-α,α'-bis (4-hydroxyphenyl)-m-xylene), trans-2,3-bis(4'-hydroxyphenyl)-2-butene, OC1=CC=C(C=C1)C1(C2=CC=CC=C2C=2C=CC=CC12)C1=CC=C(C=C1)O (9,9-bis(4'-hydroxyphenyl)fluorene), CC(C1=CC=C(C=C1)C(C1=CC=C(C=C1)O)(C)C)(C1=CC=C(C=C1)O)C (α,α,α',α'-tetramethyl-α,α'-bis(4-hydroxyphenyl)-p-xylene). Yields the product OC1=CC=C2C(CC3(C2=C1)CC(C1=CC=C(C=C13)O)(C)C)(C)C (6,6'-dihydroxy-3,3,3',3'-tetramethyl-1,1'-spirobiindan). RXN SMILES: [OH:1][C:2]1[CH:25]=[CH:24][C:5]2[C:6]([CH3:23])([CH3:22])[CH2:7][C:8]3([CH2:14][C:13]([CH3:16])([CH3:15])[C:12]4[CH:17]=[CH:18][C:19]([OH:21])=[CH:20][C:11]=4O3)O[C:4]=2[CH:3]=1.OC1C=CC(C2(C3C=CC(O)=CC=3)C3C=CC=CC=3C3C2=CC=CC=3)=CC=1.OC1C=CC(C(C2C=CC(O)=CC=2)(C)C(=O)C)=CC=1.OC1C=CC(C(=O)CCCCC(C2C=CC(O)=CC=2)=O)=CC=1.CC(C)(C1C=CC(O)=CC=1)C1C=CC(C(C)(C)C2C=CC(O)=CC=2)=CC=1.CC(C)(C1C=CC(O)=CC=1)C1C=CC=C(C(C)(C)C2C=CC(O)=CC=2)C=1.OC1C=CC(C2C=CC(O)=CC=2)=CC=1.C1(C=CC(O)=CC=1)O.C1(C=CC=C(O)C=1)O>>[OH:1][C:2]1[CH:3]=[C:4]2[C:5]([C:6]([CH3:23])([CH3:22])[CH2:7][C:8]32[C:17]2[C:12](=[CH:11][CH:20]=[C:19]([OH:21])[CH:18]=2)[C:13]([CH3:15])([CH3:16])[CH2:14]3)=[CH:24][CH:25]=1. Procedure details: 7,7'-dihydroxy-3,3',4,4'-tetrahydro-4,4,4',4'-tetramethyl-2,2'-spirobi(2H-1-benzopyrane); trans-2,3-bis(4'-hydroxyphenyl)-2-butene; 9,9-bis(4'-hydroxyphenyl)fluorene; 3,3-bis(4'-hydroxyphenyl)-2-butanone; 1,6-bis(4'-hydroxyphenyl)-1,6-hexanedione; α,α,α',α'-tetramethyl-α,α'-bis(4-hydroxyphenyl)-p-xylene; α,α,α',α'-tetramethyl-α,α'-bis (4-hydroxyphenyl)-m-xylene; 4,4'-dihydroxybiphenyl; hydroquinone; and resorcinol. Reactants: N.N[C@@H](CC(=O)O)C(=O)O (L-aspartate ammonia), N[C@@H](CC(=O)O)C(=O)O (L-aspartic acid). Product: C(\C=C\C(=O)[O-])(=O)[O-] (fumarate), [NH4+] (ammonium). As a reaction SMILES: N.[NH2:2][C@H:3]([C:8]([OH:10])=[O:9])[CH2:4][C:5]([OH:7])=[O:6].N[C@H](C(O)=O)CC(O)=O>>[C:8]([O-:10])(=[O:9])/[CH:3]=[CH:4]/[C:5]([O-:7])=[O:6].[NH4+:2] |f:0.1|. Procedure details: Aspartase (L-aspartate ammonia-lyase, E.C. 4.3.1.1) catalyzes the reversible deamination of L-aspartic acid to yield fumarate and ammonium ions (or salts). This deamination reaction is represented by the Formula I: ##STR1## Starting materials: I.C(N)(=N)C1=CC=C(C=C1)N1CCN(CC1)C1C(CN(CC1)CC(=O)OC(C)(C)C)CCC(=O)OC (methyl 4-[4-(4-amidinophenyl)-1-piperazinyl]-1-(tert-butoxycarbonylmethyl)-3-piperidinepropionate hydroiodide), FC(C(=O)O)(F)F (trifluoroacetic acid). Solvent: aqueous solution. Run at time 15 minute. Product: FC(C(=O)O)(F)F.C(N)(=N)C1=CC=C(C=C1)N1CCN(CC1)C1C(CN(CC1)CC(=O)O)CCC(=O)OC (4-[4-(4-amidinophenyl)-1-piperazinyl]-3-methoxycarbonylethyl-1-piperidineacetic acid trifluoroacetate). Reaction SMILES: I.[C:2]([C:5]1[CH:10]=[CH:9][C:8]([N:11]2[CH2:16][CH2:15][N:14]([CH:17]3[CH2:22][CH2:21][N:20]([CH2:23][C:24]([O:26]C(C)(C)C)=[O:25])[CH2:19][CH:18]3[CH2:31][CH2:32][C:33]([O:35][CH3:36])=[O:34])[CH2:13][CH2:12]2)=[CH:7][CH:6]=1)(=[NH:4])[NH2:3].[F:37][C:38]([F:43])([F:42])[C:39]([OH:41])=[O:40]>>[F:37][C:38]([F:43])([F:42])[C:39]([OH:41])=[O:40].[C:2]([C:5]1[CH:6]=[CH:7][C:8]([N:11]2[CH2:12][CH2:13][N:14]([CH:17]3[CH2:22][CH2:21][N:20]([CH2:23][C:24]([OH:26])=[O:25])[CH2:19][CH:18]3[CH2:31][CH2:32][C:33]([O:35][CH3:36])=[O:34])[CH2:15][CH2:16]2)=[CH:9][CH:10]=1)(=[NH:3])[NH2:4] |f:0.1,3.4|. Procedure: 0.45 g of methyl 4-[4-(4-amidinophenyl)-1-piperazinyl]-1-(tert-butoxycarbonylmethyl)-3-piperidinepropionate hydroiodide was dissolved in 50 ml of an aqueous solution of 90%-trifluoroacetic acid and stirred at room temperature for 15 minutes. The reaction mixture was concentrated, and the resulting residue was purified by HP-20 column chromatography (using an eluent of water/methanol=10/1) to obtain 0.32 g of 4-[4-(4-amidinophenyl)-1-piperazinyl]-3-methoxycarbonylethyl-1-piperidineacetic acid tri...